Dataset: the Open Reaction Database (ORD), a public repository of structured organic reaction records. Task: describe an organic reaction: reactants, conditions, products, and yield Starting materials: Cl.C(C1=CC=CC=C1)NO (N-benzylhydroxylamine hydrochloride), C=O (paraformaldehyde), P(OC)(OC)[O-] (dimethyl phosphite), C([O-])(O)=O.[Na+] (sodium bicarbonate). The solvent is C1CCOC1 (THF). Conditions: temperature 55 celsius. Yields the product C(C1=CC=CC=C1)N(O)CP(OC)(OC)=O (Dimethyl P-(N-Benzyl-N-hydroxyaminomethyl)phosphonate). The yield is 82.9%. As a reaction SMILES: Cl.[CH2:2]([NH:9][OH:10])[C:3]1[CH:8]=[CH:7][CH:6]=[CH:5][CH:4]=1.C=O.[P:13]([O-:18])([O:16][CH3:17])[O:14][CH3:15].[C:19](=O)(O)[O-].[Na+]>C1COCC1>[CH2:2]([N:9]([CH2:19][P:13](=[O:18])([O:16][CH3:17])[O:14][CH3:15])[OH:10])[C:3]1[CH:8]=[CH:7][CH:6]=[CH:5][CH:4]=1 |f:0.1,4.5|. Procedure: Using the procedure of Example 1, the above-named compound is prepared from 5.0 g (31 mmol) of N-benzylhydroxylamine hydrochloride, 1.8 g (60 mmol) of paraformaldehyde, 3.7 ml (40 mmol) of dimethyl phosphite, 2.5 g (30 mmol) of sodium bicarbonate and 350 ml of THF by heating at 55° C. for seven hours. The residue is purified by column chromatography (silica gel, methylene chloride:ethyl acetate eluent) to give 6.1 g (80% yield) of a viscous colorless liquid. Procedure details: 5 mmol of (3-nitro-phenyl-N-(t-butylaminosulfonyl)amino)-acetic acid ethyl ester is dissolved in 20 ml of 90% aqueous TFA and the mixture obtained is stirred for 1 hour at rt. The mixture obtained is diluted with dioxane and solvent is evaporated. (3-Nitro-phenyl-N-(aminosulfonyl)amino)-acetic acid ethyl ester in the form of a trifluoroacetate is obtained. The reactants are C(C)OC(CN(S(=O)(=O)NC(C)(C)C)C1=CC(=CC=C1)[N+](=O)[O-])=O ((3-nitro-phenyl-N-(t-butylaminosulfonyl)amino)-acetic acid ethyl ester), C(=O)(C(F)(F)F)O (TFA). The product is C(C)OC(CN(S(=O)(=O)N)C1=CC(=CC=C1)[N+](=O)[O-])=O ((3-Nitro-phenyl-N-(aminosulfonyl)amino)-acetic acid ethyl ester), FC(C(=O)[O-])(F)F (trifluoroacetate). RXN SMILES: [CH2:1]([O:3][C:4](=[O:24])[CH2:5][N:6]([C:15]1[CH:20]=[CH:19][CH:18]=[C:17]([N+:21]([O-:23])=[O:22])[CH:16]=1)[S:7]([NH:10]C(C)(C)C)(=[O:9])=[O:8])[CH3:2].[C:25]([OH:31])([C:27]([F:30])([F:29])[F:28])=[O:26]>O1CCOCC1>[CH2:1]([O:3][C:4](=[O:24])[CH2:5][N:6]([C:15]1[CH:20]=[CH:19][CH:18]=[C:17]([N+:21]([O-:23])=[O:22])[CH:16]=1)[S:7]([NH2:10])(=[O:9])=[O:8])[CH3:2].[F:28][C:27]([F:30])([F:29])[C:25]([O-:31])=[O:26]. The solvent is O1CCOCC1 (dioxane). Reaction conditions: time 1 hour.